This data is from the Open Reaction Database (ORD), a public repository of structured organic reaction records. The task is: describe an organic reaction: reactants, conditions, products, and yield Reactants: C(C1=CC=CC=C1)Br (benzyl bromide), [H-].[Na+] (NaH), ClC=1C=C(CN2C(=NC=C2)CO)C=C(C1)Cl ([1-(3,5-dichloro-benzyl)-1H-imidazol-2-yl]-methanol). Solvent: CCOC(=O)C (EtOAc), CN(C)C=O (DMF), CN(C)C=O (DMF). Reaction conditions: temperature 40 celsius, time 30 minute. The product is C(C1=CC=CC=C1)OCC=1N(C=CN1)CC1=CC(=CC(=C1)Cl)Cl (2-Benzyloxymethyl-1-(3,5-dichloro-benzyl)-1H-imidazole). Isolated yield 5.0%. RXN SMILES: [H-].[Na+].[Cl:3][C:4]1[CH:5]=[C:6]([CH:15]=[C:16]([Cl:18])[CH:17]=1)[CH2:7][N:8]1[CH:12]=[CH:11][N:10]=[C:9]1[CH2:13][OH:14].[CH2:19](Br)[C:20]1[CH:25]=[CH:24][CH:23]=[CH:22][CH:21]=1>CN(C=O)C.CCOC(C)=O>[CH2:19]([O:14][CH2:13][C:9]1[N:8]([CH2:7][C:6]2[CH:15]=[C:16]([Cl:18])[CH:17]=[C:4]([Cl:3])[CH:5]=2)[CH:12]=[CH:11][N:10]=1)[C:20]1[CH:25]=[CH:24][CH:23]=[CH:22][CH:21]=1 |f:0.1|. Reported procedure: To NaH in DMF, was added [1-(3,5-dichloro-benzyl)-1H-imidazol-2-yl]-methanol (see Example 1) in DMF. The reaction mixture was stirred at 40° C. for 30 min and benzyl bromide was dropwise added. The reaction mixture was stirred at 40° C. for another 3 h. The mixture was diluted with EtOAc and washed with water, 1N HCl and saturated NaHCO3. The organic phase was dried over Na2SO4 and concentrated. The resulting residue was purified by silica gel preparative TLC using CH2Cl2:MeOH 98:2 as an eluent ... Reactants: C=C(C)[Mg]Br (prop-1-en-2-ylmagnesium bromide), ClC=1C(=C(C=O)C(=CC1)F)F (3-chloro-2,6-difluorobenzaldehyde). Run in C1CCOC1 (THF). Reaction conditions: temperature 0 celsius, time 15 minute. The product is ClC=1C(=C(C(=CC1)F)C(C(=C)C)O)F (1-(3-Chloro-2,6-difluorophenyl)-2-methylprop-2-en-1-ol). Isolated yield 51.7%. RXN SMILES: [CH2:1]=[C:2]([Mg]Br)[CH3:3].[Cl:6][C:7]1[C:8]([F:16])=[C:9]([C:12]([F:15])=[CH:13][CH:14]=1)[CH:10]=[O:11]>C1COCC1>[Cl:6][C:7]1[C:8]([F:16])=[C:9]([CH:10]([OH:11])[C:2]([CH3:3])=[CH2:1])[C:12]([F:15])=[CH:13][CH:14]=1. Reported procedure: To a solution of prop-1-en-2-ylmagnesium bromide (0.5M in THF) (2 mL, 1.000 mmol) was added 3-chloro-2,6-difluorobenzaldehyde (136 mg, 0.769 mmol) in THF (1 mL) dropwise at 0° C. under Ar and stirred at 0° C. for 15 mins. The reaction mixture was quenched with sat. aq.NH4Cl and extracted with ether. The organic phase was washed with sat. aq.NH4Cl and brine, dried over MgSO4, filtered, and concentrated. Purification by flash chromatography to yield 73A as colorless oil (87 mg, 52%). 1H NMR (400 M... Reactants: C(C1=CC=CC=C1)OC1=CC=C(CN2C(=NC(=C2CO)Cl)CCCC)C=C1 (1-(4-benzyloxybenzyl)-2-butyl-4-chloro-5-hydroxymethylimidazole). Reagents/catalysts: [Pd] (palladium/carbon). The solvent is CO (methanol). Run at time 5 minute. Product: OC1=CC=C(CN2C(=NC=C2CO)CCCC)C=C1 (1-(4-hydroxybenzyl)-2-butyl-5-hydroxymethylimidazole). Yield: 110.9%. As a reaction SMILES: C([O:8][C:9]1[CH:27]=[CH:26][C:12]([CH2:13][N:14]2[C:18]([CH2:19][OH:20])=[C:17](Cl)[N:16]=[C:15]2[CH2:22][CH2:23][CH2:24][CH3:25])=[CH:11][CH:10]=1)C1C=CC=CC=1>CO.[Pd]>[OH:8][C:9]1[CH:27]=[CH:26][C:12]([CH2:13][N:14]2[C:18]([CH2:19][OH:20])=[CH:17][N:16]=[C:15]2[CH2:22][CH2:23][CH2:24][CH3:25])=[CH:11][CH:10]=1. Procedure: A mixture of 1.00 g of 10% palladium/carbon and 1.00 g of 1-(4-benzyloxybenzyl)-2-butyl-4-chloro-5-hydroxymethylimidazole in 20 mL of methanol was stirred at 25° for five minutes. Hydrogen gas was bubbled into the solution, and the mixture was stirred under hydrogen gas (1 atm.) at 25° for 2 hours. The mixture was filtered, and the resulting solution concentrated in vacuo to furnish 0.75 g of 1-(4-hydroxybenzyl)-2-butyl-5-hydroxymethylimidazole; NMR (200 MHz, DMSO-d6): δ9.75 (bs, 1H); 7.55 (s, 1... The reactants are C(C)OCCl (chloromethyl ethyl ether), C(C)(C)C1=CC(=CC=C1)C(C)C (1,3-diisopropylbenzene), C(Cl)(Cl)(Cl)Cl (carbon tetrachloride), [Sn](Cl)(Cl)(Cl)Cl (tin tetrachloride), C(C)OCCl (chloromethyl ethyl ether), [Sn](Cl)(Cl)(Cl)Cl (tin tetrachloride), ice hydrochloric acid. Run at temperature 0 celsius, time 1 hour. The product is ClCC1=C(C=C(C(=C1)CCl)C(C)C)C(C)C (2,4-Bis-(chloromethyl)-1,5-diisopropylbenzene). RXN SMILES: [Sn](Cl)(Cl)(Cl)Cl.C(O[CH2:9][Cl:10])C.[CH:11]([C:14]1[CH:19]=[CH:18][CH:17]=[C:16]([CH:20]([CH3:22])[CH3:21])[CH:15]=1)([CH3:13])[CH3:12].[C:23](Cl)(Cl)(Cl)[Cl:24]>>[Cl:24][CH2:23][C:17]1[CH:18]=[C:19]([CH2:9][Cl:10])[C:14]([CH:11]([CH3:13])[CH3:12])=[CH:15][C:16]=1[CH:20]([CH3:22])[CH3:21]. Procedure details: 55 ml (0.46 mol) of tin tetrachloride are added dropwise with cooling in an ice bath (exothermic reaction) to a solution of 230 ml (2.43 mol) of chloromethyl ethyl ether and 197 g (1.22 mol) of 1,3-diisopropylbenzene in 600 ml of carbon tetrachloride and the mixture is stirred at 0° C. for 1 h. After stirring overnight at +25° C., 142 g (1.5 mol) of chloromethyl ethyl ether and 74 ml (0.46 mol) of tin tetrachloride are again added dropwise at 0° C. and the mixture is stirred overnight at +25° C.... Starting materials: solution, Cl (HCl), COC([C@H]([C@@H](C)OC(C1=CC=CC=C1)(C1=CC=CC=C1)C1=CC=CC=C1)NC(C(CC)NC(=O)C=1C2=C(C=NC1)N(N=C2)C2=CC=C(C=C2)F)=O)=O ((2S,3R)-2-(2-{[1-(4-fluorophenyl)-1H-pyrazolo[3,4-c]pyridine-4-carbonyl]-amino}-butyrylamino)-3-trityloxy-butyric acid methyl ester). Run in CCOCC (ether), C(Cl)Cl (CH2Cl2). Run at time 30 minute. Yields the product COC([C@H]([C@@H](C)O)NC(C(CC)NC(=O)C=1C2=C(C=NC1)N(N=C2)C2=CC=C(C=C2)F)=O)=O ((2S,3R)-2-(2-{[1-(4-fluorophenyl)-1H-pyrazolo[3,4-c]pyridine-4-carbonyl]-amino}-butyrylamino)-3-hydroxy-butyric acid methyl ester). RXN SMILES: [CH3:1][O:2][C:3](=[O:52])[C@@H:4]([NH:27][C:28](=[O:51])[CH:29]([NH:32][C:33]([C:35]1[C:36]2[CH:43]=[N:42][N:41]([C:44]3[CH:49]=[CH:48][C:47]([F:50])=[CH:46][CH:45]=3)[C:37]=2[CH:38]=[N:39][CH:40]=1)=[O:34])[CH2:30][CH3:31])[C@H:5]([O:7]C(C1C=CC=CC=1)(C1C=CC=CC=1)C1C=CC=CC=1)[CH3:6].Cl>C(Cl)Cl.CCOCC>[CH3:1][O:2][C:3](=[O:52])[C@@H:4]([NH:27][C:28](=[O:51])[CH:29]([NH:32][C:33]([C:35]1[C:36]2[CH:43]=[N:42][N:41]([C:44]3[CH:49]=[CH:48][C:47]([F:50])=[CH:46][CH:45]=3)[C:37]=2[CH:38]=[N:39][CH:40]=1)=[O:34])[CH2:30][CH3:31])[C@H:5]([OH:7])[CH3:6]. Procedure: To a chilled (0° C.) solution of (2S,3R)-2-(2-{[1-(4-fluorophenyl)-1H-pyrazolo[3,4-c]pyridine-4-carbonyl]-amino}-butyrylamino)-3-trityloxy-butyric acid methyl ester (1.47 g, 2.10 mmol) in CH2Cl2 (100 mL) was added a 1 M solution of HCl (6.30 mL, 6.30 mmol) in ether. After 30 minutes, the reaction was quenched with saturated aqueous sodium bicarbonate (100 mL) and warmed to room temperature. After 30 minutes, the aqueous layer was extracted with CH2Cl2 (2×50 mL). The combined organic layers were ... The reactants are C1(=CC=CC=C1)CC1=CC=CC=C1 (diphenylmethane), C(C)(=O)OC(C)=O (acetic anhydride), 39D, CC(=O)CC(=O)O (diacetate). Solvent: N1=CC=CC=C1 (pyridine). Yields the product C(C1=CC=CC=C1)C=1[C@H]([C@H](C=CC1)OC(C)=O)OC(C)=O ((2R,3S)-1-Benzyl-2,3-diacetoxycyclohexa-4,6-diene). Reaction SMILES: [C:1]1([CH2:7][C:8]2[CH:13]=[CH:12][CH:11]=[CH:10][CH:9]=2)[CH:6]=[CH:5][CH:4]=[CH:3][CH:2]=1.CC([CH2:17][C:18]([OH:20])=[O:19])=O.[C:21]([O:24]C(=O)C)(=[O:23])[CH3:22]>N1C=CC=CC=1>[CH2:7]([C:8]1[C@@H:9]([O:20][C:18](=[O:19])[CH3:17])[C@@H:10]([O:24][C:21](=[O:23])[CH3:22])[CH:11]=[CH:12][CH:13]=1)[C:1]1[CH:6]=[CH:5][CH:4]=[CH:3][CH:2]=1. Procedure: The title compound is prepared by the microbial oxidation of diphenylmethane by Pseudomonas putida 39D using the method of T. Hudlicky et al. J. Am. Chem. Soc. 110, 4735-41 (1988) and D. Gibson et al. Biochemistry, 9, 1626-30 (1970) followed by protection as the diacetate using acetic anhydride in pyridine. Starting materials: CCCCCCCCCCCCNC(=O)c1ccc(C=O)cc1, CC(=O)O, Nc1ccc(C(F)(F)F)cc1, [Na+], O=C([O-])O. The product is CCCCCCCCCCCCNC(=O)c1ccc(CNc2ccc(C(F)(F)F)cc2)cc1. As a reaction SMILES: [CH2:1]([CH2:2][CH2:3][CH2:4][CH2:5][CH2:6][CH2:7][CH2:8][CH2:9][CH2:10][CH2:11][CH3:12])[NH:13][C:14]([c:15]1[cH:16][cH:17][c:18]([CH:21]=[O:22])[cH:19][cH:20]1)=[O:23].[CH3:24][C:25](=[O:26])[OH:27].[F:28][C:29]([c:30]1[cH:31][cH:32][c:33]([NH2:36])[cH:34][cH:35]1)([F:37])[F:38].[Na+:43].[O-:39][C:40]([OH:41])=[O:42]>>[CH2:1]([CH2:2][CH2:3][CH2:4][CH2:5][CH2:6][CH2:7][CH2:8][CH2:9][CH2:10][CH2:11][CH3:12])[NH:13][C:14]([c:15]1[cH:16][cH:17][c:18]([CH2:21][NH:36][c:33]2[cH:32][cH:31][c:30]([C:29]([F:28])([F:37])[F:38])[cH:35][cH:34]2)[cH:19][cH:20]1)=[O:23].